Dataset: the Open Reaction Database (ORD), a public repository of structured organic reaction records. Task: describe an organic reaction: reactants, conditions, products, and yield The reactants are Cl (hydrogen chloride), C(C)(=O)OCC (ethyl acetate), Cl.Cl.Cl.C(C1=CC=CC=C1)(C1=CC=CC=C1)[C@@H]1CN(C[C@H]2N1CCNC2)CC2=C(C=CC(=C2)N2N=NN=C2C(F)(F)F)OC ((4R,9aS)-4-benzhydryl-2-[2-methoxy-5-[5-(trifluoromethyl)-1H-tetrazol-1-yl]benzyl]octahydro-2H-pyrazino[1,2-a]pyrazine trihydrochloride), C(C)(C)N(C(C)C)CC (N,N-diisopropylethylamine), ON1N=NC2=C1C=CC=C2 (1-hydroxybenzotriazole), Cl.CN(CCCN=C=NCC)C (1-[3-(dimethylamino)propyl]-3-ethylcarbodiimide hydrochloride). The solvent is O (water), ClCCl (dichloromethane), C(=O)O (Formic acid). Run at time 18 hour. Yields the product Cl.Cl.C(C1=CC=CC=C1)(C1=CC=CC=C1)[C@@H]1CN(C[C@H]2N1CCN(C2)C=O)CC2=C(C=CC(=C2)N2N=NN=C2C(F)(F)F)OC ((6R,9aR)-6-benzhydryl-8-[2-methoxy-5-[5-(trifluoromethyl)-1H-tetrazol-1-yl]benzyl]octahydro-2H-pyrazino[1,2-a]pyrazine-2-carbaldehyde dihydrochloride). Reaction SMILES: [ClH:1].Cl.Cl.[CH:4]([C@H:17]1[N:22]2[CH2:23][CH2:24][NH:25][CH2:26][C@H:21]2[CH2:20][N:19]([CH2:27][C:28]2[CH:33]=[C:32]([N:34]3[C:38]([C:39]([F:42])([F:41])[F:40])=[N:37][N:36]=[N:35]3)[CH:31]=[CH:30][C:29]=2[O:43][CH3:44])[CH2:18]1)([C:11]1[CH:16]=[CH:15][CH:14]=[CH:13][CH:12]=1)[C:5]1[CH:10]=[CH:9][CH:8]=[CH:7][CH:6]=1.C(N(CC)C(C)C)(C)C.ON1C2C=CC=CC=2N=N1.Cl.CN(C)CCCN=C=NCC.Cl.[C:77](OCC)(=[O:79])C>ClCCl.O.C(O)=O>[ClH:1].[ClH:1].[CH:4]([C@H:17]1[N:22]2[CH2:23][CH2:24][N:25]([CH:77]=[O:79])[CH2:26][C@H:21]2[CH2:20][N:19]([CH2:27][C:28]2[CH:33]=[C:32]([N:34]3[C:38]([C:39]([F:42])([F:41])[F:40])=[N:37][N:36]=[N:35]3)[CH:31]=[CH:30][C:29]=2[O:43][CH3:44])[CH2:18]1)([C:5]1[CH:10]=[CH:9][CH:8]=[CH:7][CH:6]=1)[C:11]1[CH:12]=[CH:13][CH:14]=[CH:15][CH:16]=1 |f:0.1.2.3,6.7,13.14.15|. Reported procedure: Formic acid (28 μl ) was added to a mixture of (4R,9aS)-4-benzhydryl-2-[2-methoxy-5-[5-(trifluoromethyl)-1H-tetrazol-1-yl]benzyl]octahydro-2H-pyrazino[1,2-a]pyrazine trihydrochloride (100 mg), N,N-diisopropylethylamine (129 μl), 1-hydroxybenzotriazole (30.1 mg) and 1-[3-(dimethylamino)propyl]-3-ethylcarbodiimide hydrochloride (34.2 mg) in dichloromethane (2.0 ml). After being stirred for 18 hours at room temperature, the resulting mixture was poured into water, and the whole was extracted with e... The reactants are FC(C1=CC=C(C=C1)C1=CC=C(C=C1)C(=O)O)(F)F (4′-Trifluoromethyl-biphenyl-4-carboxylic acid), C(CCl)Cl (EDC), C=1C=CC2=C(C1)N=NN2O (HOBt), CCN(C(C)C)C(C)C (DIEA), N1[C@@H](CCC1)CN1CCCC1 ((S)(+)-1-(2-pyrrolidinylmethyl)pyrrolidine). Solvent: C(C)(=O)OCC (ethyl acetate), O (Water), CN(C)C=O (DMF), ClCCl (dichloromethane). Conditions: time 8 hour. Product: N1(CCCC1)C[C@H]1N(CCC1)C(=O)C1=CC=C(C=C1)C1=CC=C(C=C1)C(F)(F)F ((2-(S)-Pyrrolidin-1-ylmethyl-pyrrolidin-1-yl)-(4′-trifluoromethyl-biphenyl-4-yl)-methanone). RXN SMILES: [F:1][C:2]([F:19])([F:18])[C:3]1[CH:8]=[CH:7][C:6]([C:9]2[CH:14]=[CH:13][C:12]([C:15]([OH:17])=O)=[CH:11][CH:10]=2)=[CH:5][CH:4]=1.C(Cl)CCl.C1C=CC2N(O)N=NC=2C=1.CCN(C(C)C)C(C)C.[NH:43]1[CH2:47][CH2:46][CH2:45][C@H:44]1[CH2:48][N:49]1[CH2:53][CH2:52][CH2:51][CH2:50]1>ClCCl.CN(C=O)C.C(OCC)(=O)C.O>[N:49]1([CH2:48][C@@H:44]2[CH2:45][CH2:46][CH2:47][N:43]2[C:15]([C:12]2[CH:11]=[CH:10][C:9]([C:6]3[CH:5]=[CH:4][C:3]([C:2]([F:1])([F:19])[F:18])=[CH:8][CH:7]=3)=[CH:14][CH:13]=2)=[O:17])[CH2:53][CH2:52][CH2:51][CH2:50]1. Procedure details: Procedure B′: 4′-Trifluoromethyl-biphenyl-4-carboxylic acid (2.7 g, 10.1 mmol) is suspended in dichloromethane (100 mL) and DMF (100 mL). EDC (2.33 g, 12.2 mmol) and HOBt (1.64 g, 12.2 mmol) were added at room temperature in that order. DIEA (4.4 mL, 25.3 mmol) and (S)(+)-1-(2-pyrrolidinylmethyl)pyrrolidine (1.56 g, 10.1 mmol) are added to the mixture. The mixture is stirred at room temperature for overnight. Water and ethyl acetate are added to the mixture. The aqueous layer is extracted with d... Reactants: C(C)(=O)OCC (Ethyl acetate), CC1=NC=2N(C(=C1)C1=CC=CC=C1)N=C(N2)N (5-methyl-7-phenyl-1,2,4triazolo[1,5-a]pyrimidin-2-amine), N(=O)[O-].[Na+] (sodium nitrite), C(Cl)Cl (methylene chloride). The solvent is O (water), Cl (hydrochloric acid), O (water), C(Cl)Cl.C(C)(=O)OCC (methylene chloride ethyl acetate). Conditions: time 10 minute. Product: ClC1=NN2C(N=C(C=C2C2=CC=CC=C2)C)=N1 (2-Chloro-5-methyl-7-phenyl-1,2,4-triazolo[1,5-a]pyrimidine). As a reaction SMILES: [CH3:1][C:2]1[CH:7]=[C:6]([C:8]2[CH:13]=[CH:12][CH:11]=[CH:10][CH:9]=2)[N:5]2[N:14]=[C:15](N)[N:16]=[C:4]2[N:3]=1.N([O-])=O.[Na+].C(OCC)(=O)C.C(Cl)[Cl:29]>Cl.O.C(Cl)Cl.C(OCC)(=O)C>[Cl:29][C:15]1[N:16]=[C:4]2[N:3]=[C:2]([CH3:1])[CH:7]=[C:6]([C:8]3[CH:13]=[CH:12][CH:11]=[CH:10][CH:9]=3)[N:5]2[N:14]=1 |f:1.2,7.8|. Reported procedure: To 2.0 g (8.9 mmol) of 5-methyl-7-phenyl-1,2,4triazolo[1,5-a]pyrimidin-2-amine stirring in 25 ml of concentrated hydrochloric acid, 1.2 g (17.4 mmol) of sodium nitrite dissolved in 4.0 ml of water was added dropwise at ambient temperature. After the addition, the reaction suspension was warmed at about 60° for 15 minutes followed by stirring another 10 minutes without heat. Ethyl acetate (150 ml) and excess water were added. The ethyl acetate layer was separated whereby a certain amount of insol... Reactants: N (ammonia), C(=O)(N1C=NC=C1)N1C=NC=C1 (carbonyldiimidazole), ClC=1C=C(C(=C(C1)C(C1=CC=C(C=C1)Cl)=NCCC(=O)O)O)C (3-{[(5-Chloro-2-hydroxy-3-methylphenyl)-(4-chlorophenyl)-methylene]-amino}-propanoic acid), liquid, N (NH3). The solvent is O1CCCC1 (tetrahydrofuran). Yields the product ClC=1C=C(C(=C(C1)C(C1=CC=C(C=C1)Cl)=NCCC(=O)N)O)C (3-{[(5-Chloro-2-hydroxy-3-methylphenyl)-(4-chlorophenyl)-methylene]-amino}-propanamide). RXN SMILES: C(N1C=CN=C1)([N:3]1C=CN=C1)=O.[Cl:13][C:14]1[CH:15]=[C:16]([CH3:35])[C:17]([OH:34])=[C:18]([C:20](=[N:28][CH2:29][CH2:30][C:31](O)=[O:32])[C:21]2[CH:26]=[CH:25][C:24]([Cl:27])=[CH:23][CH:22]=2)[CH:19]=1.N>O1CCCC1>[Cl:13][C:14]1[CH:15]=[C:16]([CH3:35])[C:17]([OH:34])=[C:18]([C:20](=[N:28][CH2:29][CH2:30][C:31]([NH2:3])=[O:32])[C:21]2[CH:26]=[CH:25][C:24]([Cl:27])=[CH:23][CH:22]=2)[CH:19]=1. Reported procedure: Under a hood, carbonyldiimidazole (5.56 g; 0.0312 mol) is added gradually to a stirred solution of the acid obtained in Example 1 (11 g; 0.0312 mol) in 150 ml of dry tetrahydrofuran. The stirring is continued for 11/2 hours at ambient temperature, and the solution is then poured into 100 ml of liquid NH3 and the whole is stirred until the evaporation of the ammonia has ended (about 3 hours). The residue is evaporated to dryness in vacuo. The residue is dissolved in CH2Cl2 and the methylene chlor... Reactants: C=C1CC2C(=O)N(C(C)c3ccccc3)CC2(C(=O)OC(C)(C)C)C1, ClCCl, O=C(O)C(F)(F)F. Product: C=C1CC2C(=O)N(C(C)c3ccccc3)CC2(C(=O)O)C1. RXN SMILES: [C:8]([CH3:9])([CH3:10])([CH3:11])[O:12][C:13](=[O:14])[C:15]12[CH2:16][N:17]([CH:25]([CH3:26])[c:27]3[cH:28][cH:29][cH:30][cH:31][cH:32]3)[C:18](=[O:24])[CH:19]1[CH2:20][C:21](=[CH2:23])[CH2:22]2.[Cl:33][CH2:34][Cl:35].[OH:1][C:2]([C:3]([F:4])([F:5])[F:6])=[O:7]>>[O:12]=[C:13]([OH:14])[C:15]12[CH2:16][N:17]([CH:25]([CH3:26])[c:27]3[cH:28][cH:29][cH:30][cH:31][cH:32]3)[C:18](=[O:24])[CH:19]1[CH2:20][C:21](=[CH2:23])[CH2:22]2.